Dataset: the Open Reaction Database (ORD), a public repository of structured organic reaction records. Task: describe an organic reaction: reactants, conditions, products, and yield Reported procedure: A solution of 0.0749 g (0.0712 mmole) 4-[4-(9-cyclopentyl-7,7-difluoro-5-methyl-6-oxo-6,7,8,9-tetrahydro-5H-pyrimido[4,5-b][1,4]diazepin-2-ylamino)-3-ethoxy-benzoylamino]-piperidine-1-carboxylic acid tert-butyl ester (I-221) in 3 mL of dichloromethane was stirred with 3 mL of trifluoroacetic acid for 2 hours and then concentrated under reduced pressure. The residue was dissolved in 80 mL of dichloromethane, washed with 15 mL of sodium carbonate solution, twice with 15 mL of brine and concentrate... The product is C1(CCCC1)N1C2=C(N(C(C(C1)(F)F)=O)C)C=NC(=N2)NC2=C(C=C(C(=O)NC1CCNCC1)C=C2)OCC (4-(9-cyclopentyl-7,7-difluoro-5-methyl-6-oxo-6,7,8,9-tetrahydro-5H-pyrimido[4,5-b][1,4]diazepin-2-ylamino)-3-ethoxy-N-piperidin-4-yl-benzamide). Solvent: ClCCl (dichloromethane). Yield: 155.0%. Starting materials: C(C)(C)(C)OC(=O)N1CCC(CC1)NC(C1=CC(=C(C=C1)NC=1N=CC2=C(N(CC(C(N2C)=O)(F)F)C2CCCC2)N1)OCC)=O (4-[4-(9-cyclopentyl-7,7-difluoro-5-methyl-6-oxo-6,7,8,9-tetrahydro-5H-pyrimido[4,5-b][1,4]diazepin-2-ylamino)-3-ethoxy-benzoylamino]-piperidine-1-carboxylic acid tert-butyl ester), FC(C(=O)O)(F)F (trifluoroacetic acid). As a reaction SMILES: C(OC([N:8]1[CH2:13][CH2:12][CH:11]([NH:14][C:15](=[O:46])[C:16]2[CH:21]=[CH:20][C:19]([NH:22][C:23]3[N:24]=[CH:25][C:26]4[N:32]([CH3:33])[C:31](=[O:34])[C:30]([F:36])([F:35])[CH2:29][N:28]([CH:37]5[CH2:41][CH2:40][CH2:39][CH2:38]5)[C:27]=4[N:42]=3)=[C:18]([O:43][CH2:44][CH3:45])[CH:17]=2)[CH2:10][CH2:9]1)=O)(C)(C)C.FC(F)(F)C(O)=O>ClCCl>[CH:37]1([N:28]2[CH2:29][C:30]([F:35])([F:36])[C:31](=[O:34])[N:32]([CH3:33])[C:26]3[CH:25]=[N:24][C:23]([NH:22][C:19]4[CH:20]=[CH:21][C:16]([C:15]([NH:14][CH:11]5[CH2:12][CH2:13][NH:8][CH2:9][CH2:10]5)=[O:46])=[CH:17][C:18]=4[O:43][CH2:44][CH3:45])=[N:42][C:27]2=3)[CH2:38][CH2:39][CH2:40][CH2:41]1. Reactants: COc1ccc2c(c1)oc(=O)n2CCCBr, CCCCC1CCNCC1. Yields the product CCCCC1CCN(CCCn2c(=O)oc3cc(OC)ccc32)CC1. Reaction SMILES: [Br:1][CH2:2][CH2:3][CH2:4][n:5]1[c:6](=[O:16])[o:7][c:8]2[c:9]1[cH:10][cH:11][c:12]([O:14][CH3:15])[cH:13]2.[CH2:17]([CH2:18][CH2:19][CH3:20])[CH:21]1[CH2:22][CH2:23][NH:24][CH2:25][CH2:26]1>>[CH2:2]([CH2:3][CH2:4][n:5]1[c:6](=[O:16])[o:7][c:8]2[c:9]1[cH:10][cH:11][c:12]([O:14][CH3:15])[cH:13]2)[N:24]1[CH2:23][CH2:22][CH:21]([CH2:17][CH2:18][CH2:19][CH3:20])[CH2:26][CH2:25]1. Reactants: C1COCCN1, FC(F)(F)c1ccc(-c2cc(Nc3ccc4ccc(Cl)nc4c3)ncn2)cc1. Product: Cl, FC(F)(F)c1ccc(-c2cc(Nc3ccc4ccc(N5CCOCC5)nc4c3)ncn2)cc1. Reaction SMILES: [CH2:29]1[CH2:30][O:31][CH2:32][CH2:33][NH:34]1.[Cl:1][c:2]1[n:3][c:4]2[cH:5][c:6]([NH:12][c:13]3[n:14][cH:15][n:16][c:17](-[c:19]4[cH:20][cH:21][c:22]([C:25]([F:26])([F:27])[F:28])[cH:23][cH:24]4)[cH:18]3)[cH:7][cH:8][c:9]2[cH:10][cH:11]1>>[ClH:1].[c:2]1([N:34]2[CH2:29][CH2:30][O:31][CH2:32][CH2:33]2)[n:3][c:4]2[cH:5][c:6]([NH:12][c:13]3[n:14][cH:15][n:16][c:17](-[c:19]4[cH:20][cH:21][c:22]([C:25]([F:26])([F:27])[F:28])[cH:23][cH:24]4)[cH:18]3)[cH:7][cH:8][c:9]2[cH:10][cH:11]1. Reactants: BrC=1C=C(C=CC1)NC1=C(C=NC2=CN=C(C=C12)NCC1=CC=C(C=C1)OC)C#N (4-(3-bromo-phenylamino)-6-(4-methoxy-benzylamino)-[1.7]naphthyridine-3-carbonitrile), FC(C(=O)O)(F)F (trifluoroacetic acid), C1(=CC=CC=C1)C (toluene). Solvent: C(Cl)Cl (methylene chloride). Reaction conditions: time 20 hour. The product is NC=1C=C2C(=C(C=NC2=CN1)C#N)NC1=CC(=CC=C1)Br (6-amino-4-(3-bromo-phenylamino)-[1.7]naphthyridine-3-carbonitrile). Isolated yield 84.6%. Reaction SMILES: [Br:1][C:2]1[CH:3]=[C:4]([NH:8][C:9]2[C:18]3[C:13](=[CH:14][N:15]=[C:16]([NH:19]CC4C=CC(OC)=CC=4)[CH:17]=3)[N:12]=[CH:11][C:10]=2[C:29]#[N:30])[CH:5]=[CH:6][CH:7]=1.FC(F)(F)C(O)=O.C1(C)C=CC=CC=1>C(Cl)Cl>[NH2:19][C:16]1[CH:17]=[C:18]2[C:13](=[CH:14][N:15]=1)[N:12]=[CH:11][C:10]([C:29]#[N:30])=[C:9]2[NH:8][C:4]1[CH:5]=[CH:6][CH:7]=[C:2]([Br:1])[CH:3]=1. Procedure details: To 400 mg of 4-(3-bromo-phenylamino)-6-(4-methoxy-benzylamino)-[1.7]naphthyridine-3-carbonitrile in 10 mL of methylene chloride was added 10 mL of trifluoroacetic acid. After stirring under an inert atmosphere for 20 hours, 10 mL of toluene was added and the solvents were stripped on a rotary evaporator. The product was purified by flash chromatography with a gradient of 0-5% methanol/chloroform to give 250 mg of 6-amino-4-(3-bromo-phenylamino)-[1.7]naphthyridine-3-carbonitrile as an off-white s... Reactants: C(CCC)[Li] (butyllithium), FC(C(=O)O)(F)F (trifluoroacetic acid), COC1=C(CNS(=O)(=O)C(C)C2=CC=CC=C2)C=CC(=C1)OC (N-(2,4-dimethoxybenzyl)-1-phenylethanesulfonamide), CC(=O)C (acetone). Solvent: CCCCCC (hexane), C(C)(=O)OCC (ethyl acetate), C(C)(=O)OCC (ethyl acetate), C1CCOC1 (THF), O (water). Reaction conditions: time 5 minute. The product is OC(C(C)(S(=O)(=O)N)C1=CC=CC=C1)(C)C (3-Hydroxy-3-methyl-2-phenylbutane-2-sulfonamide). RXN SMILES: COC1C=C(OC)C=CC=1C[NH:6][S:7]([CH:10]([C:12]1[CH:17]=[CH:16][CH:15]=[CH:14][CH:13]=1)[CH3:11])(=[O:9])=[O:8].C([Li])CCC.[CH3:29][C:30]([CH3:32])=[O:31].FC(F)(F)C(O)=O>C1COCC1.CCCCCC.C(OCC)(=O)C.O>[OH:31][C:30]([CH3:32])([CH3:29])[C:10]([C:12]1[CH:13]=[CH:14][CH:15]=[CH:16][CH:17]=1)([S:7]([NH2:6])(=[O:8])=[O:9])[CH3:11]. Procedure: Under inert gas, 330 mg of N-(2,4-dimethoxybenzyl)-1-phenylethanesulfonamide were initially charged in 5 ml of THF, and then, at a temperature of −78° C., 1.41 ml of a 1.6 N butyllithium solution in hexane were added dropwise and the mixture was stirred for 5 minutes. Subsequently, 0.22 ml of acetone was added, the mixture was stirred briefly and, after the addition of 1 ml of trifluoroacetic acid, the reaction solution was allowed to come to room temperature. The reaction mixture was admixed wi... Starting materials: solution, COC1=C(C=CC(=C1)CN1CCN(CC1)C)CO ([2-methoxy-4-[(4-methylpiperazin-1-yl)methyl]phenyl]methanol). The reagents and catalysts are [O-2].[O-2].[Mn+4] (manganese dioxide). The solvent is C(Cl)(Cl)Cl (CHCl3). Reaction conditions: temperature 55 celsius, time 13 hour. Product: COC1=C(C=O)C=CC(=C1)CN1CCN(CC1)C (2-methoxy-4-[(4-methylpiperazin-1-yl)methyl]benzaldehyde). Yield: 99.0%. As a reaction SMILES: [CH3:1][O:2][C:3]1[CH:8]=[C:7]([CH2:9][N:10]2[CH2:15][CH2:14][N:13]([CH3:16])[CH2:12][CH2:11]2)[CH:6]=[CH:5][C:4]=1[CH2:17][OH:18]>C(Cl)(Cl)Cl.[O-2].[O-2].[Mn+4]>[CH3:1][O:2][C:3]1[CH:8]=[C:7]([CH2:9][N:10]2[CH2:15][CH2:14][N:13]([CH3:16])[CH2:12][CH2:11]2)[CH:6]=[CH:5][C:4]=1[CH:17]=[O:18] |f:2.3.4|. Procedure details: To 220 mL of a solution of 22.2 g of [2-methoxy-4-[(4-methylpiperazin-1-yl)methyl]phenyl]methanol in CHCl3 was added 61.8 g of manganese dioxide, and the mixture was stirred at 55° C. for 13 hours. The reaction mixture was allowed to stand to cool. After insoluble matter was filtered off, the mother liquor was concentrated to give 21.8 g of the title compound (99% yield). Reactants: C(C=C)C1CC2(CC3=CC(=CC=C3C2=C(C1=O)C)OCOC)CCCC ((2SR,9aSR)-2-allyl-9a-butyl-7-methoxymethoxy-4-methyl-1,2,9,9a-tetrahydro-3H-fluoren-3-one), Cl (HCl). Run in CCOC(=O)C (EtOAc), C1CCOC1 (THF). Conditions: temperature 50 celsius. Product: C(C=C)C1CC2(CC3=CC(=CC=C3C2=C(C1=O)C)O)CCCC ((2SR,9aSR)-2-allyl-9a-butyl-7-hydroxy-4-methyl-1,2,9,9a-tetrahydro-3H-fluoren-3-one). RXN SMILES: [CH2:1]([CH:4]1[C:16](=[O:17])[C:15]([CH3:18])=[C:14]2[C:6]([CH2:23][CH2:24][CH2:25][CH3:26])([CH2:7][C:8]3[C:13]2=[CH:12][CH:11]=[C:10]([O:19]COC)[CH:9]=3)[CH2:5]1)[CH:2]=[CH2:3].Cl>C1COCC1.CCOC(C)=O>[CH2:1]([CH:4]1[C:16](=[O:17])[C:15]([CH3:18])=[C:14]2[C:6]([CH2:23][CH2:24][CH2:25][CH3:26])([CH2:7][C:8]3[C:13]2=[CH:12][CH:11]=[C:10]([OH:19])[CH:9]=3)[CH2:5]1)[CH:2]=[CH2:3]. Procedure: A solution of (2SR,9aSR)-2-allyl-9a-butyl-7-methoxymethoxy-4-methyl-1,2,9,9a-tetrahydro-3H-fluoren-3-one (5 mg, 0.015 mmol) in THF (0.5 mL) was treated with 6N HCl (0.5 mL) and the resulting solution was heated at 50° C. overnight. The mixture was diluted with EtOAc (30 mL), washed with 5% NaHCO3 and brine, dried over MgSO4, filtered, and evaporated under vacuum to a yellow oil. The crude product was purified by PLC on a 0.025×20×20 cm silica gel GF plate using 2:1 hexanes-EtOAc as developing so...